Task: describe an organic reaction: reactants, conditions, products, and yield. Dataset: the Open Reaction Database (ORD), a public repository of structured organic reaction records Reactants: O1C=NC=C1C=O (oxazole-5-carbaldehyde), ClC1=C(C=C(C=C1)[Mg]Br)F ((4-chloro-3-fluorophenyl)magnesium bromide), O1C=NC=C1C=O (oxazole-5-carbaldehyde), CN1N=C(C=C1)C=O (1-methyl-1H-pyrazole-3-carbaldehyde), C(C)N1N=C(C=C1)C=O (1-ethyl-1H-pyrazole-3-carbaldehyde). Yields the product ClC1=C(C=C(C=C1)N(C)C1=NN(C=C1)C)F ((4-Chloro-3-fluoro-phenyl)-(1-methyl-1H-pyrazol-3-yl)-methylamine), ClC1=C(C=C(C=C1)N(C)C1=NN(C=C1)CC)F ((4-Chloro-3-fluoro-phenyl)-(1-ethyl-1H-pyrazol-3-yl)-methylamine). Reaction SMILES: O1[C:5]([CH:6]=O)=[CH:4][N:3]=[CH:2]1.[CH3:8][N:9]1[CH:13]=[CH:12][C:11](C=O)=[N:10]1.[Cl:16][C:17]1[CH:22]=[CH:21][C:20]([Mg]Br)=[CH:19][C:18]=1[F:25].[CH2:26]([N:28]1C=CC(C=O)=[N:29]1)[CH3:27]>>[Cl:16][C:17]1[CH:22]=[CH:21][C:20]([N:3]([C:11]2[CH:12]=[CH:13][N:9]([CH3:8])[N:10]=2)[CH3:2])=[CH:19][C:18]=1[F:25].[Cl:16][C:17]1[CH:22]=[CH:21][C:20]([N:3]([C:4]2[CH:5]=[CH:6][N:28]([CH2:26][CH3:27])[N:29]=2)[CH3:2])=[CH:19][C:18]=1[F:25]. Procedure details: (4-Chloro-3-fluoro-phenyl)-(1-methyl-1H-pyrazol-3-yl)-methylamine (32a) was prepared analogously except oxazole-5-carbaldehyde was replaced with 1-methyl-1H-pyrazole-3-carbaldehyde (CASRN 27258-32-8) and (4-chloro-3-fluorophenyl)magnesium bromide was used in place of (3,4-dichlorophenyl)magnesium bromide in step 2. (4-Chloro-3-fluoro-phenyl)-(1-ethyl-1H-pyrazol-3-yl)-methylamine (32b) was prepared analogously except oxazole-5-carbaldehyde was replaced with 1-ethyl-1H-pyrazole-3-carbaldehyde (CAS...